This data is from the Open Reaction Database (ORD), a public repository of structured organic reaction records. The task is: describe an organic reaction: reactants, conditions, products, and yield The reactants are FC=1C=C2C(=C(C(=NC2=CC1)N1C=NC2=C1C=C(C=C2C2=CC=CC=C2)F)C)C(=O)OC (Methyl 6-fluoro-3-methyl-2-(6-fluoro-4-phenyl-1-benzimidazolyl)quinoline-4-carboxylate), BrC1=NC2=CC=C(C=C2C(=C1C)C(=O)OC)F (2-bromo-4-carbomethoxy-6-fluoro-3-methylquinoline), product. Solvent: C(CCC)O (n-butanol). Yields the product FC=1C=C2C(=C(C(=NC2=CC1)N1C=NC2=C1C=C(C=C2C2=CC=CC=C2)F)C)C(=O)O (6-fluoro-3-methyl-2-(6-fluoro-4-phenyl-1-benzimidazolyl)quinoline-4-carboxylic acid). The yield is 3.7%. RXN SMILES: [F:1][C:2]1[CH:3]=[C:4]2[C:9](=[CH:10][CH:11]=1)[N:8]=[C:7]([N:12]1[C:16]3[CH:17]=[C:18]([F:27])[CH:19]=[C:20]([C:21]4[CH:26]=[CH:25][CH:24]=[CH:23][CH:22]=4)[C:15]=3[N:14]=[CH:13]1)[C:6]([CH3:28])=[C:5]2[C:29]([O:31]C)=[O:30].BrC1C(C)=C(C(OC)=O)C2C(=CC=C(F)C=2)N=1>C(O)CCC>[F:1][C:2]1[CH:3]=[C:4]2[C:9](=[CH:10][CH:11]=1)[N:8]=[C:7]([N:12]1[C:16]3[CH:17]=[C:18]([F:27])[CH:19]=[C:20]([C:21]4[CH:26]=[CH:25][CH:24]=[CH:23][CH:22]=4)[C:15]=3[N:14]=[CH:13]1)[C:6]([CH3:28])=[C:5]2[C:29]([OH:31])=[O:30]. Reported procedure: Methyl 6-fluoro-3-methyl-2-(6-fluoro-4-phenyl-1-benzimidazolyl)quinoline-4-carboxylate: A mixture of 2-bromo-4-carbomethoxy-6-fluoro-3-methylquinoline, obtained in Example 1D, (2.53 g, 8.48 mmol) and the product of example 68C (1.80 g, 8.48 mmol) in n-butanol (12 mL) was heated at reflux for 18 h. The reaction was allowed to cool to room temperature and solvent was removed. The residue was chromatographed (1:1 hexanes-ethyl acetate) to provide the desired product (0.135 g, 0.31 mmol) in 3.7% yie... Starting materials: BrC1=C(C=CC(=C1)OCOCC)C (2-bromo-4-ethoxymethoxy-1-methylbenzene), Cl (hydrochloric acid), [Mg] (magnesium), B(OC(C)C)(OC(C)C)OC(C)C (triisopropyl borate). Solvent: C1CCOC1 (THF), O1CCCC1 (tetrahydrofuran). Yields the product C(C)OCOC=1C=CC(=C(C1)B(O)O)C (5-Ethoxymethoxy-2-methylphenylboronic acid). Isolated yield 86.4%. As a reaction SMILES: [Mg].Br[C:3]1[CH:8]=[C:7]([O:9][CH2:10][O:11][CH2:12][CH3:13])[CH:6]=[CH:5][C:4]=1[CH3:14].[B:15](OC(C)C)([O:20]C(C)C)[O:16]C(C)C.Cl>O1CCCC1>[CH2:12]([O:11][CH2:10][O:9][C:7]1[CH:6]=[CH:5][C:4]([CH3:14])=[C:3]([B:15]([OH:20])[OH:16])[CH:8]=1)[CH3:13]. Procedure: 1.4 g (59 mmol) of magnesium turnings are placed in tetrahydrofuran in a round-bottomed flask and under a stream of nitrogen. 13.2 g (54 mmol) of 2-bromo-4-ethoxymethoxy-1-methylbenzene diluted in a small amount of THF are added slowly. The medium is refluxed for 20 minutes. It is then added via a cannula to 15 ml (65 mmol) of triisopropyl borate. The mixture sets to a solid and is then poured into 1N hydrochloric acid solution and extracted with ether. The organic phase is dried over magnesium ... Starting materials: ClCCl, Cc1ccccc1S(=O)(=O)N=C=O, COc1cc(N)nc(OC)n1. Reaction SMILES: [CH2:25]([Cl:26])[Cl:27].[CH3:12][c:13]1[c:14]([S:19](=[O:20])(=[O:21])[N:22]=[C:23]=[O:24])[cH:15][cH:16][cH:17][cH:18]1.[NH2:1][c:2]1[n:3][c:4]([O:10][CH3:11])[n:5][c:6]([O:8][CH3:9])[cH:7]1>>[NH:1]([c:2]1[n:3][c:4]([O:10][CH3:11])[n:5][c:6]([O:8][CH3:9])[cH:7]1)[C:23]([NH:22][S:19]([c:14]1[c:13]([CH3:12])[cH:18][cH:17][cH:16][cH:15]1)(=[O:20])=[O:21])=[O:24]. Product: COc1cc(NC(=O)NS(=O)(=O)c2ccccc2C)nc(OC)n1. The reactants are Cl.Cl.N1CC(CCC1)NC(=O)NC=1N=C2C(=NC1)N(C=C2)COCC[Si](C)(C)C (1-piperidin-3-yl-3-[5-(2-trimethylsilanyl-ethoxymethyl)-5H-pyrrolo[2,3-b]pyrazin-2-yl]-urea dihydrochloride), CS(=O)(=O)Cl (methanesulfonyl chloride). Product: CS(=O)(=O)N1C[C@@H](CCC1)NC(=O)NC=1N=C2C(=NC1)N(C=C2)COCC[Si](C)(C)C (1-((R)-1-Methane sulfonyl-piperidin-3-yl)-3-[5-(2-trimethylsilanyl-ethoxymethyl)-5H-pyrrolo[2,3-b]pyrazin-2-yl]-urea). As a reaction SMILES: Cl.Cl.[NH:3]1[CH2:8][CH2:7][CH2:6][CH:5]([NH:9][C:10]([NH:12][C:13]2[N:14]=[C:15]3[CH:21]=[CH:20][N:19]([CH2:22][O:23][CH2:24][CH2:25][Si:26]([CH3:29])([CH3:28])[CH3:27])[C:16]3=[N:17][CH:18]=2)=[O:11])[CH2:4]1.[CH3:30][S:31](Cl)(=[O:33])=[O:32]>>[CH3:30][S:31]([N:3]1[CH2:8][CH2:7][CH2:6][C@@H:5]([NH:9][C:10]([NH:12][C:13]2[N:14]=[C:15]3[CH:21]=[CH:20][N:19]([CH2:22][O:23][CH2:24][CH2:25][Si:26]([CH3:29])([CH3:28])[CH3:27])[C:16]3=[N:17][CH:18]=2)=[O:11])[CH2:4]1)(=[O:33])=[O:32] |f:0.1.2|. Procedure: 1-((R)-1-Methane sulfonyl-piperidin-3-yl)-3-[5-(2-trimethylsilanyl-ethoxymethyl)-5H-pyrrolo[2,3-b]pyrazin-2-yl]-urea was prepared in the same manner from 1-piperidin-3-yl-3-[5-(2-trimethylsilanyl-ethoxymethyl)-5H-pyrrolo[2,3-b]pyrazin-2-yl]-urea dihydrochloride and methanesulfonyl chloride. Run at temperature 110 celsius, time 1 hour. RXN SMILES: [CH3:1][S:2]([C:5]1[CH:10]=[CH:9][C:8]([CH:11]([CH2:24][CH:25]2[CH2:29][CH2:28][CH2:27][O:26]2)[C:12](=O)[CH2:13][CH2:14][C:15]([C:17]2[CH:22]=[CH:21][CH:20]=[CH:19][N:18]=2)=O)=[CH:7][CH:6]=1)(=[O:4])=[O:3].C([O-])(=O)C.[NH4+:34].C(=O)([O-])O.[Na+]>C(O)(=O)C.C(OCC)(=O)C>[CH3:1][S:2]([C:5]1[CH:10]=[CH:9][C:8]([CH:11]([C:12]2[NH:34][C:15]([C:17]3[CH:22]=[CH:21][CH:20]=[CH:19][N:18]=3)=[CH:14][CH:13]=2)[CH2:24][CH:25]2[CH2:29][CH2:28][CH2:27][O:26]2)=[CH:7][CH:6]=1)(=[O:4])=[O:3] |f:1.2,3.4|. Starting materials: CS(=O)(=O)C1=CC=C(C=C1)C(C(CCC(=O)C1=NC=CC=C1)=O)CC1OCCC1 (5-[4-(methylsulfonyl)phenyl]-1-(pyridin-2-yl)-6-(tetrahydrofuran-2-yl)hexane-1,4-dione), C(C)(=O)[O-].[NH4+] (ammonium acetate), C(O)([O-])=O.[Na+] (sodium hydrogen carbonate). Yields the product CS(=O)(=O)C1=CC=C(C=C1)C(CC1OCCC1)C1=CC=C(N1)C1=NC=CC=C1 (2-(5-{1-[4-(methylsulfonyl)phenyl]-2-(tetrahydrofuran-2-yl)ethyl}-1H-pyrrol-2-yl)pyridine). Isolated yield 61.4%. Solvent: C(C)(=O)OCC (ethyl acetate), C(C)(=O)O (acetic acid). Procedure details: To a solution of 5-[4-(methylsulfonyl)phenyl]-1-(pyridin-2-yl)-6-(tetrahydrofuran-2-yl)hexane-1,4-dione (302 mg) in acetic acid (7.3 mL) was added ammonium acetate (897 mg), and the mixture was stirred at 110° C. for 1 hr. After cooling to room temperature, the mixture was neutralized with saturated aqueous sodium hydrogen carbonate solution. The reaction mixture was diluted with ethyl acetate and washed with water. The ethyl acetate layer was dried (MgSO4) and concentrated. The residue was subj... Product: FC1=C(C(=C(C(=C1S(=O)(=O)[O-])F)F)F)F.C[N+](C)(C)C (tetramethylammonium pentafluorobenzene sulfonate). Reaction conditions: time 3 hour. As a reaction SMILES: [F:1][C:2]1[C:7]([S:8](Cl)(=[O:10])=[O:9])=[C:6]([F:12])[C:5]([F:13])=[C:4]([F:14])[C:3]=1[F:15].[OH-:16].[CH3:17][N+:18]([CH3:21])([CH3:20])[CH3:19]>CO>[F:1][C:2]1[C:7]([S:8]([O-:16])(=[O:10])=[O:9])=[C:6]([F:12])[C:5]([F:13])=[C:4]([F:14])[C:3]=1[F:15].[CH3:17][N+:18]([CH3:21])([CH3:20])[CH3:19] |f:1.2,4.5|. The reactants are FC1=C(C(=C(C(=C1S(=O)(=O)Cl)F)F)F)F (pentafluorobenzenesulfonyl chloride), [OH-].C[N+](C)(C)C (tetramethylammonium hydroxide). Procedure details: 25 g of pentafluorobenzenesulfonyl chloride was dissolved in 100 ml of methanol under ice cooling and thereto, 100 g of a 25% aqueous tetramethylammonium hydroxide solution was gradually added. The resulting solution was stirred at room temperature for 3 hours, then, a solution of tetramethylammonium pentafluorobenzene sulfonate was obtained. This solution was used for the salt exchange with sulfonium salt or iodonium salt. 2) Synthesis of Di(4-t-Amylphenyl)iodonium Pentafluorobenzene Sulfonate ... Solvent: CO (methanol). Reactants: O=C1Cc2cccc3cccc1c23, CCOC(=O)C1=CC(C)C2=c3c1cccc3=C1N=NC=C12, CS(C)=O, [H-], [Na+], C1CCOC1, O, O=C(O)CC(O)(CC(=O)O)C(=O)O. Product: CC1C=C(C(=O)CS(C)=O)c2cccc3c2=C1C1=CN=NC=31. As a reaction SMILES: [C:22]1(=[O:23])[c:24]2[c:25]3[c:26]([cH:27][cH:28][cH:29]2)[cH:30][cH:31][cH:32][c:33]3[CH2:34]1.[CH2:1]([O:3][C:4](=[O:2])[C:6]1=[CH:7][CH:8]([CH3:21])[C:9]2=[c:10]3[c:11]([cH:12][cH:13][cH:14][c:15]31)=[C:16]1[N:17]=[N:18][CH:19]=[C:20]21)[CH3:5].[CH3:50][S:51](=[O:52])[CH3:53].[H-:35].[Na+:36].[O:54]1[CH2:55][CH2:56][CH2:57][CH2:58]1.[OH2:59].[OH:37][C:38]([CH2:39][C:40]([C:41](=[O:42])[OH:43])([CH2:44][C:45](=[O:46])[OH:47])[OH:48])=[O:49]>>[O:3]=[C:4]([C:6]1=[CH:7][CH:8]([CH3:21])[C:9]2=[c:10]3[c:11]([cH:12][cH:13][cH:14][c:15]31)=[C:16]1[N:17]=[N:18][CH:19]=[C:20]21)[CH2:50][S:51](=[O:52])[CH3:53]. The reactants are COC1=C(C=C(C(=O)C2=CNC3=CC=C(N=C3C2=O)C)C=C1)C (3-(4-Methoxy-3-methyl-benzoyl)-6-methyl-1H-[1,5]naphthyridin-4-one), BrCC1=NC(=CC=C1)C (2-Bromomethyl-6-methyl-pyridine). Run in CN(C=O)C (N,N-dimethylformamide). The product is COC1=C(C=C(C(=O)C2=CN(C3=CC=C(N=C3C2=O)C)CC2=NC(=CC=C2)C)C=C1)C (3-(4-Methoxy-3-methyl-benzoyl)-6-methyl-1-(6-methyl-pyridin-2-ylmethyl)-1H-[1,5]naphthyridin-4-one). Isolated yield 26.0%. As a reaction SMILES: [CH3:1][O:2][C:3]1[CH:22]=[CH:21][C:6]([C:7]([C:9]2[C:18](=[O:19])[C:17]3[C:12](=[CH:13][CH:14]=[C:15]([CH3:20])[N:16]=3)[NH:11][CH:10]=2)=[O:8])=[CH:5][C:4]=1[CH3:23].Br[CH2:25][C:26]1[CH:31]=[CH:30][CH:29]=[C:28]([CH3:32])[N:27]=1>CN(C)C=O>[CH3:1][O:2][C:3]1[CH:22]=[CH:21][C:6]([C:7]([C:9]2[C:18](=[O:19])[C:17]3[C:12](=[CH:13][CH:14]=[C:15]([CH3:20])[N:16]=3)[N:11]([CH2:25][C:26]3[CH:31]=[CH:30][CH:29]=[C:28]([CH3:32])[N:27]=3)[CH:10]=2)=[O:8])=[CH:5][C:4]=1[CH3:23]. Procedure details: Experimental conditions analogous to those described for Step 3 of Example 1 were used with 100 mg (0.324 mmol) of 3-(4-Methoxy-3-methyl-benzoyl)-6-methyl-1H-[1,5]naphthyridin-4-one, 72.4 mg (0.389 mmol) of 2-Bromomethyl-6-methyl-pyridine, 15.6 mg (0.389 mmol, 60% dispersion in oil), and 1 mL of N,N-dimethylformamide. The crude product was purified by flash column chromatography using a gradient of 20-100% ethyl acetate in hexane and further purified on the reverse phase HPLC with a C18 column, ... Starting materials: CO, [Cl-], ClCCl, COc1cc2ncnc(N3CCNCC3)c2cc1OC, c1ccncc1, O=S(=O)(Nc1ncccn1)c1ccc(NC=S)cc1. The product is COc1cc2ncnc(N3CCN(C(=S)Nc4ccc(S(=O)(=O)Nc5ncccn5)cc4)CC3)c2cc1OC. Reaction SMILES: [CH3:47][OH:48].[Cl-:27].[Cl:49][CH2:50][Cl:51].[N:1]1([c:7]2[n:8][cH:9][n:10][c:11]3[cH:12][c:13]([O:19][CH3:20])[c:14]([O:17][CH3:18])[cH:15][c:16]23)[CH2:2][CH2:3][NH:4][CH2:5][CH2:6]1.[cH:21]1[cH:22][cH:23][n:24][cH:25][cH:26]1.[n:28]1[c:29]([NH:34][S:35](=[O:36])(=[O:37])[c:38]2[cH:39][cH:40][c:41]([NH:44][CH:45]=[S:46])[cH:42][cH:43]2)[n:30][cH:31][cH:32][cH:33]1>>[N:1]1([c:7]2[n:8][cH:9][n:10][c:11]3[cH:12][c:13]([O:19][CH3:20])[c:14]([O:17][CH3:18])[cH:15][c:16]23)[CH2:2][CH2:3][N:4]([C:45]([NH:44][c:41]2[cH:40][cH:39][c:38]([S:35]([NH:34][c:29]3[n:28][cH:33][cH:32][cH:31][n:30]3)(=[O:36])=[O:37])[cH:43][cH:42]2)=[S:46])[CH2:5][CH2:6]1.